This data is from the Open Reaction Database (ORD), a public repository of structured organic reaction records. The task is: describe an organic reaction: reactants, conditions, products, and yield Reactants: C(CCCCCCC\C=C/CCCCCCCC)O (oleyl alcohol), C(Cl)C1CO1 (epichlorohydrin). Product: C(C1CO1)OCCCCCCCC\C=C/CCCCCCCC (oleyl glycidyl ether). As a reaction SMILES: [CH2:1]([OH:19])[CH2:2][CH2:3][CH2:4][CH2:5][CH2:6][CH2:7][CH2:8]/[CH:9]=[CH:10]\[CH2:11][CH2:12][CH2:13][CH2:14][CH2:15][CH2:16][CH2:17][CH3:18].[CH2:20]([CH:22]1[O:24][CH2:23]1)Cl>>[CH2:20]([O:19][CH2:1][CH2:2][CH2:3][CH2:4][CH2:5][CH2:6][CH2:7][CH2:8]/[CH:9]=[CH:10]\[CH2:11][CH2:12][CH2:13][CH2:14][CH2:15][CH2:16][CH2:17][CH3:18])[CH:22]1[O:24][CH2:23]1. Reported procedure: reacting oleyl alcohol with epichlorohydrin in a molar ratio of 1:1 to give oleyl glycidyl ether, Starting materials: [BH4-], Cc1ccccc1, CO, Cc1ccc(-c2ccc(C(C)(C)C)cc2)c2c1CC(C)C2=O, [Na+], O=S(=O)(O)O. Yields the product CC1=Cc2c(-c3ccc(C(C)(C)C)cc3)ccc(C)c2C1. RXN SMILES: [BH4-:1].[CH3:25][c:26]1[cH:27][cH:28][cH:29][cH:30][cH:31]1.[CH3:37][OH:38].[CH3:3][CH:4]1[C:5](=[O:24])[c:6]2[c:7](-[c:14]3[cH:15][cH:16][c:17]([C:20]([CH3:21])([CH3:22])[CH3:23])[cH:18][cH:19]3)[cH:8][cH:9][c:10]([CH3:13])[c:11]2[CH2:12]1.[Na+:2].[S:32](=[O:33])(=[O:34])([OH:35])[OH:36]>>[CH3:3][C:4]1=[CH:5][c:6]2[c:7](-[c:14]3[cH:15][cH:16][c:17]([C:20]([CH3:21])([CH3:22])[CH3:23])[cH:18][cH:19]3)[cH:8][cH:9][c:10]([CH3:13])[c:11]2[CH2:12]1.